Dataset: the Open Reaction Database (ORD), a public repository of structured organic reaction records. Task: describe an organic reaction: reactants, conditions, products, and yield Starting materials: C[O-].[Na+] (NaOMe), Cl.ClC1=NC2=CC=C(C=C2C(=C1)C1=CC(=CC=C1)Cl)C(=O)C1=CC=C(C=C1)Cl ([2-chloro-4(3-chlorophenyl)-6-quinolinyl](4-chlorophenyl)-methanone hydrochloride). Run in CO (methanol), CO (methanol). Conditions: temperature 80 celsius. Product: ClC1=CC=C(C=C1)C(=O)C=1C=C2C(=CC(=NC2=CC1)OC)C1=CC(=CC=C1)Cl ((4-chlorophenyl)[4-(3-chlorophenyl)-2-methoxy-6-quinolinyl]-methanone). Yield: 62.0%. RXN SMILES: [CH3:1][O-:2].[Na+].Cl.Cl[C:6]1[CH:15]=[C:14]([C:16]2[CH:21]=[CH:20][CH:19]=[C:18]([Cl:22])[CH:17]=2)[C:13]2[C:8](=[CH:9][CH:10]=[C:11]([C:23]([C:25]3[CH:30]=[CH:29][C:28]([Cl:31])=[CH:27][CH:26]=3)=[O:24])[CH:12]=2)[N:7]=1>CO>[Cl:31][C:28]1[CH:27]=[CH:26][C:25]([C:23]([C:11]2[CH:12]=[C:13]3[C:8](=[CH:9][CH:10]=2)[N:7]=[C:6]([O:2][CH3:1])[CH:15]=[C:14]3[C:16]2[CH:21]=[CH:20][CH:19]=[C:18]([Cl:22])[CH:17]=2)=[O:24])=[CH:30][CH:29]=1 |f:0.1,2.3|. Procedure details: NaOMe, 30% methanol (300 ml) was added to a mixture of intermediate (55) (0.127 mol) in methanol (285 ml) and the mixture was stirred at 80° C. for one night. The precipitate was filtered off, washed with ethanol and dried. The product (44.8 g, 87%) was taken up in DCM and the layers were separated. The organic layer was dried (MgSO4), filtered off and evaporated till dryness, yielding 32.3 g (62%) of (4-chlorophenyl)[4-(3-chlorophenyl)-2-methoxy-6-quinolinyl]-methanone (intermediate 56). Starting materials: COC(=O)CBr, C1CCOC1, Cc1ccc(NC(=O)Nc2nc(CNC(=O)CN)cs2)c(C(=O)C2CCCC2)c1. The product is COC(=O)CNCC(=O)NCc1csc(NC(=O)Nc2ccc(C)cc2C(=O)C2CCCC2)n1. As a reaction SMILES: [Br:30][CH2:31][C:32](=[O:33])[O:34][CH3:35].[CH2:36]1[O:37][CH2:38][CH2:39][CH2:40]1.[NH2:1][CH2:2][C:3](=[O:4])[NH:5][CH2:6][c:7]1[n:8][c:9]([NH:12][C:13](=[O:14])[NH:15][c:16]2[c:17]([C:23](=[O:24])[CH:25]3[CH2:26][CH2:27][CH2:28][CH2:29]3)[cH:18][c:19]([CH3:22])[cH:20][cH:21]2)[s:10][cH:11]1>>[NH:1]([CH2:2][C:3](=[O:4])[NH:5][CH2:6][c:7]1[n:8][c:9]([NH:12][C:13](=[O:14])[NH:15][c:16]2[c:17]([C:23](=[O:24])[CH:25]3[CH2:26][CH2:27][CH2:28][CH2:29]3)[cH:18][c:19]([CH3:22])[cH:20][cH:21]2)[s:10][cH:11]1)[CH2:31][C:32](=[O:33])[O:34][CH3:35]. RXN SMILES: [C:18](=[S:19])([n:20]1[cH:21][cH:22][n:23][cH:24]1)[n:25]1[cH:26][cH:27][n:28][cH:29]1.[Cl:30][CH2:31][Cl:32].[NH2:1][c:2]1[cH:3][cH:4][c:5]([Cl:17])[c:6]([CH2:7][N:8]2[CH2:9][CH:10]([N:13]([CH3:14])[CH3:15])[CH2:11][CH2:12]2)[cH:16]1>>[N:1]([c:2]1[cH:3][cH:4][c:5]([Cl:17])[c:6]([CH2:7][N:8]2[CH2:9][CH:10]([N:13]([CH3:14])[CH3:15])[CH2:11][CH2:12]2)[cH:16]1)=[C:18]=[S:19]. Starting materials: S=C(n1ccnc1)n1ccnc1, ClCCl, CN(C)C1CCN(Cc2cc(N)ccc2Cl)C1. The product is CN(C)C1CCN(Cc2cc(N=C=S)ccc2Cl)C1. Starting materials: C(C)(=O)O[BH-](OC(C)=O)OC(C)=O.[Na+] (sodium triacetoxyborohydride), Cl (HCl), Cl.Cl.C(C1=CC=CC=C1)OC1=CC=C(C=C1)C1=C(N=NC(=C1)OC[C@@H]1CNC[C@H]1COC)CCCC ((±)-trans-4-(4-benzyloxy-phenyl)-3-butyl-6-(4-methoxymethyl-pyrrolidin-3-ylmethoxy)-pyridazine di hydrochloride), C=O (formaldehyde), O (water). The reagents and catalysts are C(C)(=O)O (acetic acid). Solvent: C(Cl)Cl (DCM), CCOCC (ether), ClCCl (dichloromethane). Reaction conditions: time 0.5 hour. The product is Cl.Cl.C(C1=CC=CC=C1)OC1=CC=C(C=C1)C1=C(N=NC(=C1)OC[C@@H]1CN(C[C@H]1COC)C)CCCC ((±)-trans-4-(4-Benzyloxy-phenyl)-3-butyl-6-(4-methoxymethyl-1-methyl-pyrrolidin-3-ylmethoxy)-pyridazine dihydrochloride). Yield: 153.9%. RXN SMILES: [ClH:1].Cl.[CH2:3]([O:10][C:11]1[CH:16]=[CH:15][C:14]([C:17]2[CH:22]=[C:21]([O:23][CH2:24][C@H:25]3[C@H:29]([CH2:30][O:31][CH3:32])[CH2:28][NH:27][CH2:26]3)[N:20]=[N:19][C:18]=2[CH2:33][CH2:34][CH2:35][CH3:36])=[CH:13][CH:12]=1)[C:4]1[CH:9]=[CH:8][CH:7]=[CH:6][CH:5]=1.C=O.O.[C:40](O[BH-](OC(=O)C)OC(=O)C)(=O)C.[Na+].Cl>ClCCl.C(O)(=O)C.CCOCC>[ClH:1].[ClH:1].[CH2:3]([O:10][C:11]1[CH:12]=[CH:13][C:14]([C:17]2[CH:22]=[C:21]([O:23][CH2:24][C@H:25]3[C@H:29]([CH2:30][O:31][CH3:32])[CH2:28][N:27]([CH3:40])[CH2:26]3)[N:20]=[N:19][C:18]=2[CH2:33][CH2:34][CH2:35][CH3:36])=[CH:15][CH:16]=1)[C:4]1[CH:5]=[CH:6][CH:7]=[CH:8][CH:9]=1 |f:0.1.2,5.6,11.12.13|. Procedure details: To a solution of the above pyridazine dihydrochloride (0.5 mmol, 267 mg) in dichloromethane (2.0 mL) was added formaldehyde solution in water (37%, 10 mmol, 1.0 mL), and 2 drops of acetic acid. Then sodium triacetoxyborohydride (10 mmol, 2.12 g) was added. The mixture was stirred at room temperature for 0.5 hour then concentrated. The mixture was then diluted with water/EtOAc, and neutralized with NaHCO3 powder. The organic layers were combined and dried over Na2SO4. The solvent was removed in v... Starting materials: OCC(C)(C)NC(C1=CC(=C(C=C1)OC)OCCCCC)=O (N-(2-Hydroxy-1,1-dimethylethyl)-4-methoxy-3-pentyloxybenzamide), S(=O)(Cl)Cl (thionyl chloride). Run in C(C)OCC (diethyl ether). Conditions: time 1 hour. Product: COC1=C(C=C(C=C1)C=1OCC(N1)(C)C)OCCCCC (2-(4-methoxy-3-pentyloxyphenyl)-4,4-dimethyl-4,5-dihydrooxazole). The yield is 86.0%. Reaction SMILES: O[CH2:2][C:3]([NH:6][C:7](=[O:22])[C:8]1[CH:13]=[CH:12][C:11]([O:14][CH3:15])=[C:10]([O:16][CH2:17][CH2:18][CH2:19][CH2:20][CH3:21])[CH:9]=1)([CH3:5])[CH3:4].S(Cl)(Cl)=O>C(OCC)C>[CH3:15][O:14][C:11]1[CH:12]=[CH:13][C:8]([C:7]2[O:22][CH2:2][C:3]([CH3:4])([CH3:5])[N:6]=2)=[CH:9][C:10]=1[O:16][CH2:17][CH2:18][CH2:19][CH2:20][CH3:21]. Reported procedure: N-(2-Hydroxy-1,1-dimethylethyl)-4-methoxy-3-pentyloxybenzamide (5.498 g, 0.0178 mol, 1 eq) was dissolved in thionyl chloride (4.29 ml, 0.0214 mol, 3.3 eq), and the solution was stirred at room temperature for 1 hour. The reaction mixture was poured into diethyl ether (40 ml). The obtained hydrochloride compound was collected by filtration, and excess thionyl chloride was removed. A 1N aqueous sodium hydroxide solution (about 20 ml) was added to this hydrochloride compound under ice-cooling, wher... Reactants: [Br-], CN1C=CC=CC1, [Mg+]C1CC1, O=C(Nc1cccc(-c2nncn2C2CC2)c1)c1cc(-c2cnc(Cl)nc2)ccn1, C1CCOC1. Product: O=C(Nc1cccc(-c2nncn2C2CC2)c1)c1cc(-c2cnc(C3CC3)nc2)ccn1. As a reaction SMILES: [Br-:1].[CH3:36][N:37]1[CH:38]=[CH:39][CH:40]=[CH:41][CH2:42]1.[CH:2]1([Mg+:5])[CH2:3][CH2:4]1.[Cl:6][c:7]1[n:8][cH:9][c:10](-[c:13]2[cH:14][c:15]([C:19](=[O:20])[NH:21][c:22]3[cH:23][c:24](-[c:28]4[n:29][n:30][cH:31][n:32]4[CH:33]4[CH2:34][CH2:35]4)[cH:25][cH:26][cH:27]3)[n:16][cH:17][cH:18]2)[cH:11][n:12]1.[O:43]1[CH2:44][CH2:45][CH2:46][CH2:47]1>>[CH:2]1([c:7]2[n:8][cH:9][c:10](-[c:13]3[cH:14][c:15]([C:19](=[O:20])[NH:21][c:22]4[cH:23][c:24](-[c:28]5[n:29][n:30][cH:31][n:32]5[CH:33]5[CH2:34][CH2:35]5)[cH:25][cH:26][cH:27]4)[n:16][cH:17][cH:18]3)[cH:11][n:12]2)[CH2:3][CH2:4]1. Reactants: CC(=O)NCc1cc2c(=O)n(N(C(C)=O)S(C)(=O)=O)c(=O)[nH]c2cc1C(F)(F)F, Cl. The product is CC(=O)NCc1cc2c(=O)n(NS(C)(=O)=O)c(=O)[nH]c2cc1C(F)(F)F. Reaction SMILES: [C:1](=[O:2])([CH3:3])[N:4]([n:5]1[c:6](=[O:25])[nH:7][c:8]2[cH:9][c:10]([C:21]([F:22])([F:23])[F:24])[c:11]([CH2:16][NH:17][C:18]([CH3:19])=[O:20])[cH:12][c:13]2[c:14]1=[O:15])[S:26](=[O:27])(=[O:28])[CH3:29].[ClH:30]>>[NH:4]([n:5]1[c:6](=[O:25])[nH:7][c:8]2[cH:9][c:10]([C:21]([F:22])([F:23])[F:24])[c:11]([CH2:16][NH:17][C:18]([CH3:19])=[O:20])[cH:12][c:13]2[c:14]1=[O:15])[S:26](=[O:27])(=[O:28])[CH3:29]. Starting materials: O=C1C(=CN2N1C1=C(NC2=O)C=CC=C1)C(=O)OCC (5,6-dihydro-1,5-dioxo-1H-pyrazolo[1,2-a][1,2,4]benzotriazine-2-carboxylic acid, ethyl ester), [OH-].[Na+] (sodium hydroxide). Solvent: C(C)O (ethanol). The product is O=C1C(=CN2N1C1=C(NC2=O)C=CC=C1)C(=O)O (5,6-Dihydro-1,5-dioxo-1H-pyrazolo[1,2-a][1,2,4]benzotriazine-2-carboxylic acid). Reaction SMILES: [O:1]=[C:2]1[N:6]2[C:7]3[CH:15]=[CH:14][CH:13]=[CH:12][C:8]=3[NH:9][C:10](=[O:11])[N:5]2[CH:4]=[C:3]1[C:16]([O:18]CC)=[O:17].[OH-].[Na+]>C(O)C>[O:1]=[C:2]1[N:6]2[C:7]3[CH:15]=[CH:14][CH:13]=[CH:12][C:8]=3[NH:9][C:10](=[O:11])[N:5]2[CH:4]=[C:3]1[C:16]([OH:18])=[O:17] |f:1.2|. Procedure: To a solution of 3 g of 5,6-dihydro-1,5-dioxo-1H-pyrazolo[1,2-a][1,2,4]benzotriazine-2-carboxylic acid, ethyl ester of hot ethanol, there is added 10 ml of 10% aqueous sodium hydroxide and the mixture refluxed for 2 hours. The mixture is concentrated under reduced pressure and the residue dissolved in water. The solution is filtered and neutralized with dilute hydrochloric acid. The precipitated 5,6-dihydro-1,5-dioxo-1H-pyrazolo[1,2-a][1,2,4]benzotriazine-2-carboxylic acid is filtered and washed...